Task: describe an organic reaction: reactants, conditions, products, and yield. Dataset: the Open Reaction Database (ORD), a public repository of structured organic reaction records Reactants: NC[C@H](C(=O)O)NC(=O)OC(C1=CC=CC=C1)=O ((R)-3-amino-2-[[(benzoyloxy)carbonyl]amino]propanoic acid), FC(C(=O)OI(OC(C(F)(F)F)=O)C1=CC=CC=C1)(F)F ([Bis(trifluoroacetoxy)iodo]benzene), N1=CC=CC=C1 (Pyridine), NC(C[C@H](C(=O)O)NC(=O)OCC1=CC=CC=C1)=O ((R)-4-amino-2-[[(benzyloxy)carbonyl]amino]-4-oxobutanoic acid). The solvent is O.CN(C=O)C (water dimethylformamide). Reaction conditions: time 30 minute. Product: NC[C@H](C(=O)O)NC(=O)OCC1=CC=CC=C1 ((R)-3-Amino-2-[[(benzyloxy)carbonyl]amino]propanoic acid). As a reaction SMILES: FC(F)(F)C(OI(C1C=CC=CC=1)OC(=O)C(F)(F)F)=O.NC(=O)C[C@@H](NC(OCC1C=CC=CC=1)=O)C(O)=O.N1C=CC=CC=1.[NH2:47][CH2:48][C@@H:49]([NH:53][C:54]([O:56][C:57](=O)[C:58]1[CH:63]=[CH:62][CH:61]=[CH:60][CH:59]=1)=[O:55])[C:50]([OH:52])=[O:51]>O.CN(C)C=O>[NH2:47][CH2:48][C@@H:49]([NH:53][C:54]([O:56][CH2:57][C:58]1[CH:63]=[CH:62][CH:61]=[CH:60][CH:59]=1)=[O:55])[C:50]([OH:52])=[O:51] |f:4.5|. Procedure: [Bis(trifluoroacetoxy)iodo]benzene (6.45 g., 15.0 mmole) is dissolved in water-dimethylformamide 1:1 (80 ml.) and (R)-4-amino-2-[[(benzyloxy)carbonyl]amino]-4-oxobutanoic acid (2.4 g., 9.0 mmole) is added over a 10 minute period. The reaction is allowed to stir at room temperature for 30 minutes, until dissolution occurs. Pyridine (1.62 ml., 20 mmole) is added dropwise over a 5 minute period. The reaction is allowed to stir for 3 hours then stripped of solvent to yield a yellow precipitate. This... Run at temperature 30 celsius, time 72 second. Procedure details: Culture treated as under A is incubated for about 72 seconds at 30° C. in the shaking machine until it attains a cell titre of >109 per ml of culture solution. 0.1 ml of this cell suspension is transferred into 10 ml of the following nutrient solution (nutrient solution B): 0.05% NaH2PO4, 0.20% K2HPO4, 0.05% MgSO4.7H2O, 0.02% CaCl2.2H2O, 0.005% MnSO4.4H2O, 0.005% (Fe)2SO4.7H2O, 0.10% (NH4)SO4, 0.0001% biotine, 0.10% Tween 80 and 0.10% BNC. After shaking for 18 hours at 30° C. diluted with fresh,... Reaction SMILES: OP([O-])([O-])=O.[K+:6].[K+].OC(CCCC[C@H]1[C@@H]2[C@@H](NC(N2)=O)CS1)=O.[CH3:24][C:25]1([CH3:46])[S:29][C@@H:28]2[C@H:30]([NH:33][C:34]([CH2:36][C:37]3[CH:38]=[CH:39][CH:40]=[CH:41][CH:42]=3)=[O:35])[C:31](=[O:32])[N:27]2[C@H:26]1[C:43]([OH:45])=[O:44]>>[CH3:24][C:25]1([CH3:46])[S:29][C@@H:28]2[C@H:30]([NH:33][C:34]([CH2:36][C:37]3[CH:38]=[CH:39][CH:40]=[CH:41][CH:42]=3)=[O:35])[C:31](=[O:32])[N:27]2[C@H:26]1[C:43]([O-:45])=[O:44].[K+:6] |f:0.1.2,5.6|. The reactants are cell suspension, OC(=O)CCCC[C@@H]1SC[C@@H]2NC(=O)N[C@H]12 (biotine), OP(=O)([O-])[O-].[K+].[K+] (K2HPO4), CC1([C@@H](N2[C@H](S1)[C@@H](C2=O)NC(=O)CC=3C=CC=CC3)C(=O)O)C (penicillin G), MgSO4.7H2O, (Fe)2SO4, Tween 80, (NH4)SO4, MnSO4.4H2O, solution B, NaH2PO4, CaCl2.2H2O. Solvent: following nutrient solution. Product: CC1([C@@H](N2[C@H](S1)[C@@H](C2=O)NC(=O)CC=3C=CC=CC3)C(=O)[O-])C.[K+] (Penicillin).